Dataset: the Open Reaction Database (ORD), a public repository of structured organic reaction records. Task: describe an organic reaction: reactants, conditions, products, and yield Starting materials: CC(C)(C)OC(=O)NC1CCC(Oc2cccc3c(Cl)nccc23)CC1, N, C1COCCO1. The product is CC(C)(C)OC(=O)NC1CCC(Oc2cccc3c(N)nccc23)CC1. RXN SMILES: [C:1]([CH3:2])([CH3:3])([CH3:4])[O:5][C:6](=[O:7])[NH:8][CH:9]1[CH2:10][CH2:11][CH:12]([O:15][c:16]2[c:17]3[cH:18][cH:19][n:20][c:21]([Cl:26])[c:22]3[cH:23][cH:24][cH:25]2)[CH2:13][CH2:14]1.[NH3:27].[O:28]1[CH2:29][CH2:30][O:31][CH2:32][CH2:33]1>>[C:1]([CH3:2])([CH3:3])([CH3:4])[O:5][C:6](=[O:7])[NH:8][CH:9]1[CH2:10][CH2:11][CH:12]([O:15][c:16]2[c:17]3[cH:18][cH:19][n:20][c:21]([NH2:27])[c:22]3[cH:23][cH:24][cH:25]2)[CH2:13][CH2:14]1. Starting materials: [H-].[H-].[H-].[H-].[Li+].[Al+3] (LiAlH4), Example 33, C1(CCCC1)COC1=CC=CC(=N1)[C@@H](CC#N)O ((R)-3-(6-(cyclopentylmethoxy)pyridin-2-yl)-3-hydroxypropanenitrile), N.CO.C(Cl)Cl (NH3 MeOH CH2Cl2). Yields the product NCC[C@@H](O)C1=NC(=CC=C1)OCC1CCCC1 ((R)-3-amino-1-(6-(cyclopentylmethoxy)pyridin-2-yl)propan-1-ol). Reaction SMILES: [H-].[H-].[H-].[H-].[Li+].[Al+3].[CH:7]1([CH2:12][O:13][C:14]2[N:19]=[C:18]([C@H:20]([OH:24])[CH2:21][C:22]#[N:23])[CH:17]=[CH:16][CH:15]=2)[CH2:11][CH2:10][CH2:9][CH2:8]1.N.CO.C(Cl)Cl>>[NH2:23][CH2:22][CH2:21][C@H:20]([C:18]1[CH:17]=[CH:16][CH:15]=[C:14]([O:13][CH2:12][CH:7]2[CH2:8][CH2:9][CH2:10][CH2:11]2)[N:19]=1)[OH:24] |f:0.1.2.3.4.5,7.8.9|. Procedure: LiAlH4 reduction of (R)-3-(6-(cyclopentylmethoxy)pyridin-2-yl)-3-hydroxypropanenitrile following the method described in Example 1 gave after flash chromatography purification (20%-30% 7N NH3/MeOH—CH2Cl2 gradient) Example 33 as a colorless oil. Yield (0.33 g, 24%); 1H NMR (400 MHz, DMSO-d6) δ 7.60 (t, J=7.6 Hz, 1H), 7.00 (d, J=6.8 Hz, 1H), 6.56 (d, J=8.0 Hz, 1H), 4.57-4.51 (m, 1H), 4.10-4.04 (m, 2H), 2.71-2.58 (m, 2H), 2.30-2.02 (m, 1H), 1.82-1.21 (m, 10H); RP-HPLC tR=7.71 min; ESI-MS m/z 251.3 ... Reactants: C(C1=CC=CC=C1)OC(=O)N[C@@H](COC(=O)[C@H]1N(C[C@@H](C1)C)C([C@H](C)NC(=O)[C@H]1N(CCCC1)C(=O)[C@H]1N(CCC1)C(=O)OC(C)(C)C)=O)C(=O)OCC(C1=CC=CC=C1)=O (tert-Butyl (S)-2-{1-[(S)-2-((S)-2-{(2S,4R)-2-[(S)-2-benzyloxycarbonylamino-2-(2-oxo-2-phenylethoxycarbonyl)-ethoxycarbonyl]-4-methyl-pyrrolidin-1-yl}-1-methyl-2-oxo-ethylcarbamoyl)-piperidin-1-yl]-methanoyl}-pyrrolidine-1-carboxylate). Reagents/catalysts: [Zn] (zinc). The solvent is C(C)(=O)O (acetic acid). Conditions: time 2 hour. The product is C(C1=CC=CC=C1)OC(=O)N[C@@H](COC(=O)[C@H]1N(C[C@@H](C1)C)C([C@H](C)NC(=O)[C@H]1N(CCCC1)C(=O)[C@H]1N(CCC1)C(=O)OC(C)(C)C)=O)C(=O)O (tert-Butyl (S)-2-[1-((S)-2-{(S)-2-[(2S,4R)-2-((S)-2-benzyloxycarbonylamino-2-carboxy-ethoxycarbonyl)-4-methyl-pyrrolidin-1-yl]-1-methyl-2-oxo-ethylcarbamoyl}-piperidin-1-yl)-methanoyl]-pyrrolidine-1-carboxylate). RXN SMILES: [CH2:1]([O:8][C:9]([NH:11][C@H:12]([C:50]([O:52]CC(=O)C1C=CC=CC=1)=[O:51])[CH2:13][O:14][C:15]([C@@H:17]1[CH2:21][C@@H:20]([CH3:22])[CH2:19][N:18]1[C:23](=[O:49])[C@@H:24]([NH:26][C:27]([C@@H:29]1[CH2:34][CH2:33][CH2:32][CH2:31][N:30]1[C:35]([C@@H:37]1[CH2:41][CH2:40][CH2:39][N:38]1[C:42]([O:44][C:45]([CH3:48])([CH3:47])[CH3:46])=[O:43])=[O:36])=[O:28])[CH3:25])=[O:16])=[O:10])[C:2]1[CH:7]=[CH:6][CH:5]=[CH:4][CH:3]=1>[Zn].C(O)(=O)C>[CH2:1]([O:8][C:9]([NH:11][C@H:12]([C:50]([OH:52])=[O:51])[CH2:13][O:14][C:15]([C@@H:17]1[CH2:21][C@@H:20]([CH3:22])[CH2:19][N:18]1[C:23](=[O:49])[C@@H:24]([NH:26][C:27]([C@@H:29]1[CH2:34][CH2:33][CH2:32][CH2:31][N:30]1[C:35]([C@@H:37]1[CH2:41][CH2:40][CH2:39][N:38]1[C:42]([O:44][C:45]([CH3:46])([CH3:47])[CH3:48])=[O:43])=[O:36])=[O:28])[CH3:25])=[O:16])=[O:10])[C:2]1[CH:3]=[CH:4][CH:5]=[CH:6][CH:7]=1. Reported procedure: 5.17 g (6.1 mmol) of the phenacyl ester from example 24A are dissolved in 90 pc. aqueous acetic acid (60 ml) and treated with 2.99 g (45.8 mmol) of zinc powder. The reaction mixture is stirred at RT for 2 h. The reaction solution is filtered off through kieselguhr and washed with ethyl acetate. The organic phase is concentrated in vacuo (not to dryness), the residue is extracted by shaking with ethyl acetate and 1N hydrochloric acid, and the phases are separated. The aqueous phase is extracted w... Starting materials: [H-].[Na+] (sodium hydride), C(Cl)Cl (methylene chloride), FC(C(C(F)(F)F)(O)C1=CC(=CC=C1)C=C)(F)F (1,1,1,3,3,3-hexafluoro-2-(3-vinyl-phenyl)-propan-2-ol), ClC1=CC=C(C=C1)S(=O)(=O)Cl (4-chlorobenzenesulfonyl chloride). The reagents and catalysts are C(C)(C)(C)C1=C(O)C=CC(=C1)O (2-tert-butyl-hydroquinone). The solvent is CN(C)C=O (DMF). Reaction conditions: temperature 5 celsius. Product: ClC1=CC=C(C=C1)S(=O)(=O)OC(C(F)(F)F)(C(F)(F)F)C1=CC(=CC=C1)C=C (2-(4-chlorobenzenesulfonyloxy)-1,1,1,3,3,3-hexafluoro-2-(3-vinylphenyl)-propane). Yield: 84.3%. As a reaction SMILES: [F:1][C:2]([F:18])([F:17])[C:3]([C:9]1[CH:14]=[CH:13][CH:12]=[C:11]([CH:15]=[CH2:16])[CH:10]=1)([OH:8])[C:4]([F:7])([F:6])[F:5].[H-].[Na+].[Cl:21][C:22]1[CH:27]=[CH:26][C:25]([S:28](Cl)(=[O:30])=[O:29])=[CH:24][CH:23]=1.C(Cl)Cl>CN(C=O)C.C(C1C=C(O)C=CC=1O)(C)(C)C>[Cl:21][C:22]1[CH:27]=[CH:26][C:25]([S:28]([O:8][C:3]([C:9]2[CH:14]=[CH:13][CH:12]=[C:11]([CH:15]=[CH2:16])[CH:10]=2)([C:4]([F:6])([F:5])[F:7])[C:2]([F:17])([F:18])[F:1])(=[O:30])=[O:29])=[CH:24][CH:23]=1 |f:1.2|. Procedure details: 12 g (44.4 mmol) of 1,1,1,3,3,3-hexafluoro-2-(3-vinyl-phenyl)-propan-2-ol were dissolved in 50 ml of anhydrous DMF, and a spatula tip of 2-tert-butyl-hydroquinone (10 mg) was added for stabilization. 1.5 g (50 mmol) of sodium hydride were then added while stirring and cooling with ice at about 5° C. After everything had dissolved, 9.92 g (47mmol) of 4-chlorobenzenesulfonyl chloride were added at the same temperature. The mixture was stirred for 72 hours at room temperature, methylene chloride wa... Reactants: CSc1cc2nccc(Oc3ccc(NC(=S)NC(=O)Cc4ccccc4)cc3F)c2s1, COc1ccccc1CC(=O)N=C=S, Nc1ccc(Oc2ccnc3cc(C(=O)N4CC(O)C4)sc23)c(F)c1. Yields the product COc1ccccc1CC(=O)NC(=S)Nc1ccc(Oc2ccnc3cc(C(=O)N4CC(O)C4)sc23)c(F)c1. As a reaction SMILES: [CH3:26][S:27][c:28]1[s:29][c:30]2[c:31]([n:32][cH:33][cH:34][c:35]2[O:36][c:37]2[cH:38][cH:39][c:40]([NH:41][C:42]([NH:43][C:44](=[O:45])[CH2:46][c:47]3[cH:48][cH:49][cH:50][cH:51][cH:52]3)=[S:53])[cH:54][c:55]2[F:56])[cH:57]1.[CH3:58][O:59][c:60]1[c:61]([CH2:66][C:67](=[O:68])[N:69]=[C:70]=[S:71])[cH:62][cH:63][cH:64][cH:65]1.[NH2:1][c:2]1[cH:3][c:4]([F:25])[c:5]([O:6][c:7]2[c:8]3[c:9]([n:10][cH:11][cH:12]2)[cH:13][c:14]([C:16](=[O:17])[N:18]2[CH2:19][CH:20]([OH:22])[CH2:21]2)[s:15]3)[cH:23][cH:24]1>>[NH:1]([c:2]1[cH:3][c:4]([F:25])[c:5]([O:6][c:7]2[c:8]3[c:9]([n:10][cH:11][cH:12]2)[cH:13][c:14]([C:16](=[O:17])[N:18]2[CH2:19][CH:20]([OH:22])[CH2:21]2)[s:15]3)[cH:23][cH:24]1)[C:70]([NH:69][C:67]([CH2:66][c:61]1[c:60]([O:59][CH3:58])[cH:65][cH:64][cH:63][cH:62]1)=[O:68])=[S:71].